From a dataset of the Open Reaction Database (ORD), a public repository of structured organic reaction records. describe an organic reaction: reactants, conditions, products, and yield Starting materials: CC(C)=O, CCOC(C)=O, Cl, CC1CC2(CCC1Nc1ncc(C#N)c3[nH]c4ccc(F)cc4c13)OCCO2. Yields the product CC1CC(=O)CCC1Nc1ncc(C#N)c2[nH]c3ccc(F)cc3c12. RXN SMILES: [CH3:30][C:31](=[O:32])[CH3:33].[CH3:34][CH2:35][O:36][C:37]([CH3:38])=[O:39].[ClH:29].[F:1][c:2]1[cH:3][c:4]2[c:5]3[c:6]([nH:7][c:8]2[cH:9][cH:10]1)[c:11]([C:27]#[N:28])[cH:12][n:13][c:14]3[NH:15][CH:16]1[CH:17]([CH3:26])[CH2:18][C:19]2([O:20][CH2:23][CH2:22][O:21]2)[CH2:24][CH2:25]1>>[F:1][c:2]1[cH:3][c:4]2[c:5]3[c:6]([nH:7][c:8]2[cH:9][cH:10]1)[c:11]([C:27]#[N:28])[cH:12][n:13][c:14]3[NH:15][CH:16]1[CH:17]([CH3:26])[CH2:18][C:19](=[O:20])[CH2:24][CH2:25]1. Starting materials: ClC(=O)OC (methyl chloroformate), Cl (HCl), N1CCCCC1 (Piperidine), COCCCC(=O)O (4-methoxybutanoic acid), C(=O)([O-])[O-].[Na+].[Na+] (Na2CO3). The solvent is CN(C)C=O (DMF). Run at time 3 hour. Yields the product COCC[C@@H](C(=O)O)NC(=O)OC ((S)-4-methoxy-2-(methoxycarbonylamino)butanoic acid). Yield: 47.9%. RXN SMILES: [NH:1]1CCCCC1.[CH3:7][O:8][CH2:9][CH2:10][CH2:11][C:12]([OH:14])=[O:13].C([O-])([O-])=O.[Na+].[Na+].Cl[C:22]([O:24][CH3:25])=[O:23].Cl>CN(C=O)C>[CH3:7][O:8][CH2:9][CH2:10][C@H:11]([NH:1][C:22]([O:24][CH3:25])=[O:23])[C:12]([OH:14])=[O:13] |f:2.3.4|. Procedure: Piperidine (1.0 mL, 10 mmol) was added to a solution of (S)-2-(9H-fluoren-9-yl)methoxy)carbonylamino)-4-methoxybutanoic acid (0.355 g, 1 mmol) in DMF (3 mL), and the mixture was stirred at rt for 3 h. The volatiles were removed and the residue was partitioned between sat. NaHCO3 (aq.) (5 mL) and EtOAc (5 mL). The aqueous layer was further washed with EtOAc and Et2O. To the aqueous solution was added Na2CO3 (212 mg, 2.0 mmol) followed by methyl chloroformate (0.16 mL, 2.0 mmol) and the reaction m... Starting materials: CN(C)CCCl, O=C1Nc2ccc(Cl)cc2[SH](c2ccccc2)N1. The product is CN(C)CCN1C(=O)N[SH](c2ccccc2)c2cc(Cl)ccc21. Reaction SMILES: [CH3:19][N:20]([CH2:21][CH2:22][Cl:23])[CH3:24].[Cl:1][c:2]1[cH:3][c:4]2[c:5]([cH:17][cH:18]1)[NH:6][C:7](=[O:16])[NH:8][SH:9]2[c:10]1[cH:11][cH:12][cH:13][cH:14][cH:15]1>>[Cl:1][c:2]1[cH:3][c:4]2[c:5]([cH:17][cH:18]1)[N:6]([CH2:22][CH2:21][N:20]([CH3:19])[CH3:24])[C:7](=[O:16])[NH:8][SH:9]2[c:10]1[cH:11][cH:12][cH:13][cH:14][cH:15]1. Run at temperature 0 celsius, time 3 hour. The yield is 93.2%. Starting materials: CC1(OCC2=CC=C(C=C12)OC1=CC=C(C=N1)NC(=O)[C@@H](CC)NC(OC(C)(C)C)=O)C (tert-butyl N-[(1R)-1-[[6-[(3,3-dimethyl-1H-isobenzofuran-5-yl)oxy]-3-pyridyl]carbamoyl]propyl]carbamate), CC1(OCC2=CC=C(C=C12)OC1=CC=C(C=N1)NC(=O)[C@@H](CC)NC(OC(C)(C)C)=O)C (tert-butyl N-[(1R)-1-[[6-[(3,3-dimethyl-1H-isobenzofuran-5-yl)oxy]-3-pyridyl]carbamoyl]propyl]carbamate), C(=O)(O)[O-].[Na+] (NaHCO3). RXN SMILES: [CH3:1][C:2]1([CH3:32])[C:10]2[C:5](=[CH:6][CH:7]=[C:8]([O:11][C:12]3[N:17]=[CH:16][C:15]([NH:18][C:19]([C@H:21]([NH:24]C(=O)OC(C)(C)C)[CH2:22][CH3:23])=[O:20])=[CH:14][CH:13]=3)[CH:9]=2)[CH2:4][O:3]1.C([O-])(O)=O.[Na+]>C(Cl)Cl>[NH2:24][C@H:21]([CH2:22][CH3:23])[C:19]([NH:18][C:15]1[CH:16]=[N:17][C:12]([O:11][C:8]2[CH:9]=[C:10]3[C:5](=[CH:6][CH:7]=2)[CH2:4][O:3][C:2]3([CH3:1])[CH3:32])=[CH:13][CH:14]=1)=[O:20] |f:1.2|. Yields the product N[C@@H](C(=O)NC=1C=NC(=CC1)OC=1C=C2C(OCC2=CC1)(C)C)CC ((2R)-2-amino-N-[6-[(3,3-dimethyl-1H-isobenzofuran-5-yl)oxy]-3-pyridyl]butanamide). The solvent is C(Cl)Cl (DCM), C(Cl)Cl (DCM). Reported procedure: To a solution of tert-butyl N-[(1R)-1-[[6-[(3,3-dimethyl-1H-isobenzofuran-5-yl)oxy]-3-pyridyl]carbamoyl]propyl]carbamate (Intermediate 53, 25 mg, 0.0566 mmol) in DCM (2 mL) 2,2,2-trifluoroacetic acid (0.5 ml, 6.53 mmol) was added and the reaction mixture was stirred for 3 hours at 0° C. The reaction was diluted with DCM (10 ml) and an aqueous saturated solution of NaHCO3 was added while the pH was allowed to reach ˜8. Two phases were separated and the organic layer was dried (Na2SO4), filtered a... Reactants: N1CCCCC1 (Piperidine), COCC1=NC=NC(=C1C)Cl (4-methoxymethyl-5-methyl-6-chloropyrimidine). Solvent: O1CCCC1 (tetrahydrofuran), O1CCCC1 (tetrahydrofuran). Conditions: time 8 hour. Product: COCC1=NC=NC(=C1C)N1CCCCC1 (4-methoxymethyl-5-methyl-6-piperidinopyrimidine). Reaction SMILES: [NH:1]1[CH2:6][CH2:5][CH2:4][CH2:3][CH2:2]1.[CH3:7][O:8][CH2:9][C:10]1[C:15]([CH3:16])=[C:14](Cl)[N:13]=[CH:12][N:11]=1>O1CCCC1>[CH3:7][O:8][CH2:9][C:10]1[C:15]([CH3:16])=[C:14]([N:1]2[CH2:6][CH2:5][CH2:4][CH2:3][CH2:2]2)[N:13]=[CH:12][N:11]=1. Reported procedure: Piperidine (15 ml) in tetrahydrofuran (40 ml) was added dropwise to a solution of 4-methoxymethyl-5-methyl-6-chloropyrimidine (5 g) in tetrahydrofuran (40 ml). The mixture was heated under reflux for 7 hours and then allowed to stand overnight at room temperature. It was filtered, stripped, and water added to the residual oil. The pH was lowered to 7.5 (HCl) and extracted with chloroform. Extracts were dried (K2CO3) and stripped to give 4-methoxymethyl-5-methyl-6-piperidinopyrimidine, 6.08 g, as... Starting materials: COC1=CC=C2C=CC(N(C2=C1)CCCC1(CCNCC1)C(=O)OCC)=O (ethyl 4-(3-(7-methoxy-2-oxo-1,2-dihydroquinolin-1-yl)propyl)piperidine-4-carboxylate), C([O-])([O-])=O.[K+].[K+] (potassium carbonate), ClC/C=C/C1=CC=CC=C1 (((1E)-3-chloro-1-propenyl)benzene), [I-].[K+] (potassium iodide). The solvent is C(C)(=O)OCC (ethyl acetate), O (water), CN(C=O)C (N,N-dimethylformamide). Reaction conditions: time 4.5 hour. The product is COC1=CC=C2C=CC(N(C2=C1)CCCC1(CCN(CC1)C\C=C\C1=CC=CC=C1)C(=O)OCC)=O (ethyl 4-(3-(7-methoxy-2-oxoquinolin-1(2H)-yl)propyl)-1-((2E)-3-phenyl-2-propen-1-yl)piperidine-4-carboxylate). Reaction SMILES: [CH3:1][O:2][C:3]1[CH:12]=[C:11]2[C:6]([CH:7]=[CH:8][C:9](=[O:27])[N:10]2[CH2:13][CH2:14][CH2:15][C:16]2([C:22]([O:24][CH2:25][CH3:26])=[O:23])[CH2:21][CH2:20][NH:19][CH2:18][CH2:17]2)=[CH:5][CH:4]=1.C(=O)([O-])[O-].[K+].[K+].Cl[CH2:35]/[CH:36]=[CH:37]/[C:38]1[CH:43]=[CH:42][CH:41]=[CH:40][CH:39]=1.[I-].[K+]>C(OCC)(=O)C.O.CN(C)C=O>[CH3:1][O:2][C:3]1[CH:12]=[C:11]2[C:6]([CH:7]=[CH:8][C:9](=[O:27])[N:10]2[CH2:13][CH2:14][CH2:15][C:16]2([C:22]([O:24][CH2:25][CH3:26])=[O:23])[CH2:21][CH2:20][N:19]([CH2:35]/[CH:36]=[CH:37]/[C:38]3[CH:43]=[CH:42][CH:41]=[CH:40][CH:39]=3)[CH2:18][CH2:17]2)=[CH:5][CH:4]=1 |f:1.2.3,5.6|. Reported procedure: To 3 mL of an N,N-dimethylformamide solution containing 0.10 g of ethyl 4-(3-(7-methoxy-2-oxo-1,2-dihydroquinolin-1-yl)propyl)piperidine-4-carboxylate, 0.11 g of potassium carbonate, 41 μL of ((1E)-3-chloro-1-propenyl)benzene and 45 mg of potassium iodide were added at room temperature and stirred for 4.5 hours. To the reaction mixture, water and ethyl acetate were added. The organic layer was separated, washed with aqueous saturated sodium chloride solution, dried over anhydrous magnesium sulfa... Starting materials: C(S(=O)(=O)[O-])(F)(F)F.[n+]1(c(cc(cc1C)C)C)F, n1c(nc2c(c1c1cnc(nc1)N)CCN2C1CC(C1)(F)F)N1CCOC[C@@H]1CO. The reagents and catalysts are c1ccc(cc1)-c2c3ccccc3cc4ccccc24 (9-Phenylanthracene). Solvent: C1CCOC1 (THF). Reaction conditions: temperature 25 celsius, time 18 hour. Product: Nc1ncc(cn1)c2nc(nc3N(CCc23)C4CC(F)(F)C4)N5CCOC[C@@H]5CF. As a reaction SMILES: Cc1cc(C)[n+]([F:1])c(C)c1.[O-]S(C(F)(F)F)(=O)=O.[NH2:2][c:3]1[n:8][cH:7][c:6]([c:9]2[c:17]([c:13]3[n:12][c:11]([N:24]4[C@@H:29]([CH2:30]O)[CH2:28][O:27][CH2:26][CH2:25]4)[n:10]2)[CH2:16][CH2:15][N:14]3[CH:18]5[CH2:23][C:20]([F:22])([F:21])[CH2:19]5)[cH:5][n:4]1>>[NH2:2][c:3]1[n:8][cH:7][c:6]([c:9]2[c:17]([c:13]3[n:12][c:11]([N:24]4[C@@H:29]([CH2:30][F:1])[CH2:28][O:27][CH2:26][CH2:25]4)[n:10]2)[CH2:16][CH2:15][N:14]3[CH:18]5[CH2:23][C:20]([F:22])([F:21])[CH2:19]5)[cH:5][n:4]1. The product is COC(=O)[C@H]1N(C[C@@H](C1)S(=O)(=O)C1=C(C=C(C=C1)F)C(F)(F)F)C(CC(C)=O)=O ((2S,4R)-4-(4-Fluoro-2-trifluoromethyl-benzenesulfonyl)-1-(3-oxo-butyryl)-pyrrolidine-2-carboxylic acid methyl ester). Reported procedure: In analogy to the procedure described in example 192f, (2S,4R)-4-(4-fluoro-2-trifluoromethyl-benzenesulfonyl)-pyrrolidine-2-carboxylic acid methyl ester was reacted with tert-butyl acetoacetate to give the title compound as yellow oil. MS (ESI): m/z=440.2 [M+H]+. RXN SMILES: [CH3:1][O:2][C:3]([C@@H:5]1[CH2:9][C@@H:8]([S:10]([C:13]2[CH:18]=[CH:17][C:16]([F:19])=[CH:15][C:14]=2[C:20]([F:23])([F:22])[F:21])(=[O:12])=[O:11])[CH2:7][NH:6]1)=[O:4].[C:24](OC(C)(C)C)(=[O:29])[CH2:25][C:26]([CH3:28])=[O:27]>>[CH3:1][O:2][C:3]([C@@H:5]1[CH2:9][C@@H:8]([S:10]([C:13]2[CH:18]=[CH:17][C:16]([F:19])=[CH:15][C:14]=2[C:20]([F:23])([F:21])[F:22])(=[O:11])=[O:12])[CH2:7][N:6]1[C:24](=[O:29])[CH2:25][C:26](=[O:27])[CH3:28])=[O:4]. The reactants are COC(=O)[C@H]1NC[C@@H](C1)S(=O)(=O)C1=C(C=C(C=C1)F)C(F)(F)F ((2S,4R)-4-(4-fluoro-2-trifluoromethyl-benzenesulfonyl)-pyrrolidine-2-carboxylic acid methyl ester), C(CC(=O)C)(=O)OC(C)(C)C (tert-butyl acetoacetate).